Dataset: the Open Reaction Database (ORD), a public repository of structured organic reaction records. Task: describe an organic reaction: reactants, conditions, products, and yield Starting materials: CCn1nc(C)c2cc(N(CCc3ccc(C(F)(F)F)nc3)C(=O)C(OC(C)=O)c3ccccc3)ccc21, [Li+], C1CCOC1, [OH-], O, O. Product: CCn1nc(C)c2cc(N(CCc3ccc(C(F)(F)F)nc3)C(=O)C(O)c3ccccc3)ccc21. RXN SMILES: [CH2:1]([CH3:2])[n:3]1[n:4][c:5]([CH3:38])[c:6]2[cH:7][c:8]([N:12]([C:13](=[O:14])[CH:15]([c:16]3[cH:17][cH:18][cH:19][cH:20][cH:21]3)[O:22][C:23](=[O:24])[CH3:25])[CH2:26][CH2:27][c:28]3[cH:29][n:30][c:31]([C:34]([F:35])([F:36])[F:37])[cH:32][cH:33]3)[cH:9][cH:10][c:11]12.[Li+:41].[O:42]1[CH2:43][CH2:44][CH2:45][CH2:46]1.[OH-:40].[OH2:39].[OH2:47]>>[CH2:1]([CH3:2])[n:3]1[n:4][c:5]([CH3:38])[c:6]2[cH:7][c:8]([N:12]([C:13](=[O:14])[CH:15]([c:16]3[cH:17][cH:18][cH:19][cH:20][cH:21]3)[OH:22])[CH2:26][CH2:27][c:28]3[cH:29][n:30][c:31]([C:34]([F:35])([F:36])[F:37])[cH:32][cH:33]3)[cH:9][cH:10][c:11]12. The reactants are BrC=1C=C(C=CC1)O[Si](C)(C)C(C)(C)C ([(3-bromophenyl)oxy](1,1-dimethylethyl)-dimethylsilane), [Li]CCCC (n-BuLi), O1C(CCC1=O)=O (dihydro-2,5-furandione). The solvent is C1CCOC1 (THF), C1CCOC1 (THF), CCOC(=O)C (EtOAc). The product is CC(C)(C)[Si](OC=1C=C(C=CC1)C(CCC(=O)O)=O)(C)C (4-(3-{[(1,1-dimethylethyl)(dimethyl)silyl]oxy}phenyl)-4-oxobutanoic acid). The yield is 33.9%. RXN SMILES: Br[C:2]1[CH:3]=[C:4]([O:8][Si:9]([C:12]([CH3:15])([CH3:14])[CH3:13])([CH3:11])[CH3:10])[CH:5]=[CH:6][CH:7]=1.[Li]CCCC.[O:21]1[C:25](=[O:26])[CH2:24][CH2:23][C:22]1=[O:27]>C1COCC1.CCOC(C)=O>[CH3:13][C:12]([Si:9]([CH3:11])([CH3:10])[O:8][C:4]1[CH:3]=[C:2]([C:25](=[O:26])[CH2:24][CH2:23][C:22]([OH:27])=[O:21])[CH:7]=[CH:6][CH:5]=1)([CH3:15])[CH3:14]. Reported procedure: Under argon, to a solution of [(3-bromophenyl)oxy](1,1-dimethylethyl)-dimethylsilane (1.5 g, 5.22 mmol) in THF (60 mL) at −78° C., was added dropwise n-BuLi (3.6 mL, 1.6 M in hexanes), 20 min after the addition, this solution was added to a solution of dihydro-2,5-furandione (630 mg, 6.26 mmol) in THF (10 mL) under argon at −78° C. 15 min later, the reaction mixture was slowly warmed to rt overnight. The reaction mixture was diluted with EtOAc (50 mL), then extracted with NaOH (20 ml, 1.0 N). Aq... The reactants are O=C([O-])[O-], Cn1c(C(F)(F)F)cc(=O)n(-c2cc(O)c(Cl)cc2F)c1=O, FC(F)=C(F)Cl, Cl, [K+], [K+], O. Yields the product Cn1c(C(F)(F)F)cc(=O)n(-c2cc(OC(F)(F)C(F)Cl)c(Cl)cc2F)c1=O. Reaction SMILES: [C:23](=[O:24])([O-:25])[O-:26].[Cl:1][c:2]1[cH:3][c:4]([F:22])[c:5](-[n:9]2[c:10](=[O:21])[n:11]([CH3:20])[c:12]([C:16]([F:17])([F:18])[F:19])[cH:13][c:14]2=[O:15])[cH:6][c:7]1[OH:8].[Cl:29][C:30](=[C:31]([F:32])[F:33])[F:34].[ClH:35].[K+:27].[K+:28].[OH2:36]>>[Cl:1][c:2]1[cH:3][c:4]([F:22])[c:5](-[n:9]2[c:10](=[O:21])[n:11]([CH3:20])[c:12]([C:16]([F:17])([F:18])[F:19])[cH:13][c:14]2=[O:15])[cH:6][c:7]1[O:8][C:31]([CH:30]([Cl:29])[F:34])([F:32])[F:33]. Reactants: CN1CC2=C(C(CC1)O)C=CO2 (7-methyl-5,6,7,8-tetrahydro-4H-furo[2,3-c]azepin-4-ol), ClC1=C(C=CC=C1Cl)F (2,3-dichloro-1-fluorobenzene). Yields the product ClC1=C(C=CC=C1Cl)OC1C2=C(CN(CC1)C)OC=C2 (4-(2,3-Dichlorophenyloxy)-7-methyl-5,6,7,8-tetrahydro-4H-furo[2,3-c]azepine). Reaction SMILES: [CH3:1][N:2]1[CH2:8][CH2:7][CH:6]([OH:9])[C:5]2[CH:10]=[CH:11][O:12][C:4]=2[CH2:3]1.[Cl:13][C:14]1[C:19]([Cl:20])=[CH:18][CH:17]=[CH:16][C:15]=1F>>[Cl:13][C:14]1[C:19]([Cl:20])=[CH:18][CH:17]=[CH:16][C:15]=1[O:9][CH:6]1[CH2:7][CH2:8][N:2]([CH3:1])[CH2:3][C:4]2[O:12][CH:11]=[CH:10][C:5]1=2. Reported procedure: The same method as in Example 1 was conducted using 7-methyl-5,6,7,8-tetrahydro-4H-furo[2,3-c]azepin-4-ol (Reference Example 19) instead of 6-methyl-4,5,6,7-tetrahydrothieno[2,3-c]pyridin-4-ol (Reference Example 6) and was conducted using 2,3-dichloro-1-fluorobenzene instead of 1-fluoronaphthalene to give the objective compound.